From a dataset of the Open Reaction Database (ORD), a public repository of structured organic reaction records. describe an organic reaction: reactants, conditions, products, and yield Reactants: C1CCOC1, Cc1ccccc1, ClCc1ccccc1Cl, Cl, [H-], [Na+], c1cc2c(s1)CCNC2. Yields the product Clc1ccccc1CN1CCc2sccc2C1. As a reaction SMILES: [CH2:22]1[O:23][CH2:24][CH2:25][CH2:26]1.[CH3:27][c:28]1[cH:29][cH:30][cH:31][cH:32][cH:33]1.[Cl:12][c:13]1[c:14]([CH2:15][Cl:16])[cH:17][cH:18][cH:19][cH:20]1.[ClH:21].[H-:1].[Na+:2].[s:3]1[cH:4][cH:5][c:6]2[c:11]1[CH2:10][CH2:9][NH:8][CH2:7]2>>[s:3]1[cH:4][cH:5][c:6]2[c:11]1[CH2:10][CH2:9][N:8]([CH2:15][c:14]1[c:13]([Cl:12])[cH:20][cH:19][cH:18][cH:17]1)[CH2:7]2. The reactants are ClC1=NC=2N([C@@H](C(N(C2C=N1)C)=O)CC)C1CCCC1 ((R)-2-Chloro-8-cyclopentyl-7-ethyl-5-methyl-7,8-dihydropteridin-6(5H)-one), N1C(=NC=C1)C=1C=NC=NC1 (5-(1H-imidazol-2-yl)pyrimidine). Yields the product C1(CCCC1)N1[C@@H](C(N(C=2C=NC(=NC12)N1C(=NC=C1)C=1C=NC=NC1)C)=O)CC ((R)-8-cyclopentyl-7-ethyl-5-methyl-2-(2-(pyrimidin-5-yl)-1H-imidazol-1-yl)-7,8-dihydropteridin-6(5H)-one). Reaction SMILES: Cl[C:2]1[N:11]=[CH:10][C:9]2[N:8]([CH3:12])[C:7](=[O:13])[C@@H:6]([CH2:14][CH3:15])[N:5]([CH:16]3[CH2:20][CH2:19][CH2:18][CH2:17]3)[C:4]=2[N:3]=1.[NH:21]1[CH:25]=[CH:24][N:23]=[C:22]1[C:26]1[CH:27]=[N:28][CH:29]=[N:30][CH:31]=1>>[CH:16]1([N:5]2[C:4]3[N:3]=[C:2]([N:21]4[CH:25]=[CH:24][N:23]=[C:22]4[C:26]4[CH:31]=[N:30][CH:29]=[N:28][CH:27]=4)[N:11]=[CH:10][C:9]=3[N:8]([CH3:12])[C:7](=[O:13])[C@H:6]2[CH2:14][CH3:15])[CH2:20][CH2:19][CH2:18][CH2:17]1. Procedure: The title compound was prepared similarly to the methods described in Example 77, with Intermediate B instead of Intermediate C and with 5-(1H-imidazol-2-yl)pyrimidine instead of 2-phenyl-1H-imidazole. LCMS: 405.2 m/z (M+H)+; ret. Time: 5.44 min (Analytical Method C). Reactants: [OH-].[Na+] (NaOH), S1C(=CC=C1)S(=O)(=O)Cl (2-thiophenesulfonyl chloride), BrC1=C2C=CNC2=CC=C1 (4-bromoindole). Reagents/catalysts: S(=O)(=O)(O)[O-].C(CCC)[N+](CCCC)(CCCC)CCCC (tetrabutylammonium hydrogen sulfate), S1C(=CC=C1)S(=O)(=O)Cl (2-thiophenesulfonyl chloride). Reaction conditions: time 22 hour. The product is BrC1=C2C=CN(C2=CC=C1)S(=O)(=O)C=1SC=CC1 (4-Bromo-1-(2-thienylsulfonyl)-1H-indole). The yield is 95.7%. RXN SMILES: [OH-].[Na+].[S:3]1[CH:7]=[CH:6][CH:5]=[C:4]1[S:8](Cl)(=[O:10])=[O:9].[Br:12][C:13]1[CH:21]=[CH:20][CH:19]=[C:18]2[C:14]=1[CH:15]=[CH:16][NH:17]2>S([O-])(O)(=O)=O.C([N+](CCCC)(CCCC)CCCC)CCC.S1C=CC=C1S(Cl)(=O)=O>[Br:12][C:13]1[CH:21]=[CH:20][CH:19]=[C:18]2[C:14]=1[CH:15]=[CH:16][N:17]2[S:8]([C:4]1[S:3][CH:7]=[CH:6][CH:5]=1)(=[O:10])=[O:9] |f:0.1,4.5|. Procedure details: Aq. 2.5M NaOH (3 mL) was added to a stirring mixture of 2-thiophenesulfonyl chloride (1.03 g, 5.61 mmol), 4-bromoindole (1.00 g, 5.10 mmol) and tetrabutylammonium hydrogen sulfate (87 mg, 0.05 mmol). The reaction was stirred over night (22 h). Additional 2-thiophenesulfonyl chloride (50 mg, 0.27 mmol) was added with continuous stirring for 3 h. The layers were allowed to separate. The organic layer was washed twice with water, dried and concentrated to get the title compound (1.67 g, 96%) as a g... Reported procedure: The title compound was prepared from (2S)-3-(4-carboxymethoxy-phenyl)-2-methoxy-propionic acid ethyl ester (PREPARATION 3, step 2) and 1-(4-fluoro-phenyl)-piperazine via the same procedure used for the preparation of (2S,1R)-2-ethoxy-3-(4-{1-[2-(4-phenoxy-phenyl)-ethylcarbamoyl]-ethoxy}-phenyl)-propionic acid (Example 1, step 3) to produce a colorless oil. MS (ES) for C22H25FN2O5 [M+H]+: 417. Reactants: C(C)OC([C@H](CC1=CC=C(C=C1)OCC(=O)O)OC)=O ((2S)-3-(4-carboxymethoxy-phenyl)-2-methoxy-propionic acid ethyl ester), FC1=CC=C(C=C1)N1CCNCC1 (1-(4-fluoro-phenyl)-piperazine), C(C)O[C@H](C(=O)O)CC1=CC=C(C=C1)O[C@H](C)C(NCCC1=CC=C(C=C1)OC1=CC=CC=C1)=O ((2S,1R)-2-ethoxy-3-(4-{1-[2-(4-phenoxy-phenyl)-ethylcarbamoyl]-ethoxy}-phenyl)-propionic acid). RXN SMILES: C([O:3][C:4](=[O:20])[C@@H:5]([O:18][CH3:19])[CH2:6][C:7]1[CH:12]=[CH:11][C:10]([O:13][CH2:14][C:15]([OH:17])=O)=[CH:9][CH:8]=1)C.[F:21][C:22]1[CH:27]=[CH:26][C:25]([N:28]2[CH2:33][CH2:32][NH:31][CH2:30][CH2:29]2)=[CH:24][CH:23]=1.C(O[C@@H](CC1C=CC(O[C@@H](C(=O)NCCC2C=CC(OC3C=CC=CC=3)=CC=2)C)=CC=1)C(O)=O)C>>[F:21][C:22]1[CH:23]=[CH:24][C:25]([N:28]2[CH2:33][CH2:32][N:31]([C:15](=[O:17])[CH2:14][O:13][C:10]3[CH:9]=[CH:8][C:7]([CH2:6][C@H:5]([O:18][CH3:19])[C:4]([OH:3])=[O:20])=[CH:12][CH:11]=3)[CH2:30][CH2:29]2)=[CH:26][CH:27]=1. Product: FC1=CC=C(C=C1)N1CCN(CC1)C(COC1=CC=C(C=C1)C[C@@H](C(=O)O)OC)=O ((2S)-3-(4-{2-[4-(4-fluoro-phenyl)-piperazin-1-yl]-2-oxo-ethoxy}-phenyl)-2-methoxy-propionic acid). Reactants: C(=O)C=1NC(=CC1C(=O)O)C (2-Formyl-5-methyl-1H-pyrrole-3-carboxylic acid), CN([C@H]1CNCC1)C ((3R)-(+)-3-dimethylamino-pyrrolidine). Yields the product CN([C@H]1CN(CC1)C(=O)C1=C(NC(=C1)C)C=O)C (3-[(3R)-3-dimethylamino-pyrrolidine-1-carbonyl]-5-methyl-1H-pyrrole-2-carbaldehyde). The yield is 68.8%. Reaction SMILES: [CH:1]([C:3]1[NH:4][C:5]([CH3:11])=[CH:6][C:7]=1[C:8]([OH:10])=O)=[O:2].[CH3:12][N:13]([CH3:19])[C@@H:14]1[CH2:18][CH2:17][NH:16][CH2:15]1>>[CH3:12][N:13]([CH3:19])[C@@H:14]1[CH2:18][CH2:17][N:16]([C:8]([C:7]2[CH:6]=[C:5]([CH3:11])[NH:4][C:3]=2[CH:1]=[O:2])=[O:10])[CH2:15]1. Reported procedure: 2-Formyl-5-methyl-1H-pyrrole-3-carboxylic acid (536 mg, 3.50 mmol) reacted with (3R)-(+)-3-dimethylamino-pyrrolidine (480 mg, 4.20 mmol) to give 3-[(3R)-3-dimethylamino-pyrrolidine-1-carbonyl]-5-methyl-1H-pyrrole-2-carbaldehyde (600 mg, 69%). Reactants: [OH-].[Na+] (sodium hydroxide), C(=O)(OC)C(OC1=C(C=C(C=C1CCC)CN1C=NC2=C1C=NC=C2)CCC)C2=CC1=C(C=C2)OCO1 (3-[4-(1-carbomethoxy-1-(3,4-methylenedioxy-phenyl)-methoxy)-3,5-dipropylphenyl]methyl-3H-imidazo[4,5-c]pyridine). The reagents and catalysts are C(Cl)Cl (methylene chloride). The solvent is CO (methanol). Yields the product C(=O)(O)C(OC1=C(C=C(C=C1CCC)CN1C=NC2=C1C=NC=C2)CCC)C2=CC1=C(C=C2)OCO1 (3-[4-(1-carboxy-l-(3,4-methylenedioxyphenyl)-methoxy)-3,5-dipropylphenylmethyl]-3H-imidazo[4,5-c]pyridine). The yield is 75.6%. RXN SMILES: [OH-].[Na+].[C:3]([CH:7]([C:31]1[CH:36]=[CH:35][C:34]2[O:37][CH2:38][O:39][C:33]=2[CH:32]=1)[O:8][C:9]1[C:14]([CH2:15][CH2:16][CH3:17])=[CH:13][C:12]([CH2:18][N:19]2[C:23]3[CH:24]=[N:25][CH:26]=[CH:27][C:22]=3[N:21]=[CH:20]2)=[CH:11][C:10]=1[CH2:28][CH2:29][CH3:30])([O:5]C)=[O:4]>CO.C(Cl)Cl>[C:3]([CH:7]([C:31]1[CH:36]=[CH:35][C:34]2[O:37][CH2:38][O:39][C:33]=2[CH:32]=1)[O:8][C:9]1[C:14]([CH2:15][CH2:16][CH3:17])=[CH:13][C:12]([CH2:18][N:19]2[C:23]3[CH:24]=[N:25][CH:26]=[CH:27][C:22]=3[N:21]=[CH:20]2)=[CH:11][C:10]=1[CH2:28][CH2:29][CH3:30])([OH:5])=[O:4] |f:0.1|. Reported procedure: A 5N sodium hydroxide solution (0.1 mL) was added to a stirred mixture of the product of Step A (19 mg, 0.038 mmol) in methanol (1 mL). A few drops of methylene chloride were added to allow stirring then the mixture was stirred at room temperature for 3 h. The solvent was removed in vacuo then 5% citric acid solution added. The mixture was extracted with ethyl acetate (3×30 mL), washed water, brine, dried (magnesium sulfate), and the solvent was removed in vacuo to give the titled compound (14 m... Reaction SMILES: Br[C:2]1[CH:11]=[CH:10][CH:9]=[C:8]2[C:3]=1[CH:4]=[CH:5][C:6]([S:12]([N:15](CC1C=CC(OC)=CC=1OC)[C:16]1[S:20][N:19]=[CH:18][N:17]=1)(=[O:14])=[O:13])=[CH:7]2.C(=O)([O-])[O-].[K+].[K+].[C:38]([C:40]1[CH:45]=[C:44]([C:46]([F:49])([F:48])[F:47])[CH:43]=[CH:42][C:41]=1B(O)O)#[N:39].O1CCOCC1>C1C=CC([P]([Pd]([P](C2C=CC=CC=2)(C2C=CC=CC=2)C2C=CC=CC=2)([P](C2C=CC=CC=2)(C2C=CC=CC=2)C2C=CC=CC=2)[P](C2C=CC=CC=2)(C2C=CC=CC=2)C2C=CC=CC=2)(C2C=CC=CC=2)C2C=CC=CC=2)=CC=1.O>[C:38]([C:40]1[CH:45]=[C:44]([C:46]([F:47])([F:48])[F:49])[CH:43]=[CH:42][C:41]=1[C:2]1[CH:11]=[CH:10][CH:9]=[C:8]2[C:3]=1[CH:4]=[CH:5][C:6]([S:12]([NH:15][C:16]1[S:20][N:19]=[CH:18][N:17]=1)(=[O:14])=[O:13])=[CH:7]2)#[N:39] |f:1.2.3,^1:62,64,83,102|. Conditions: temperature 100 celsius. The reagents and catalysts are C=1C=CC(=CC1)[P](C=2C=CC=CC2)(C=3C=CC=CC3)[Pd]([P](C=4C=CC=CC4)(C=5C=CC=CC5)C=6C=CC=CC6)([P](C=7C=CC=CC7)(C=8C=CC=CC8)C=9C=CC=CC9)[P](C=1C=CC=CC1)(C=1C=CC=CC1)C=1C=CC=CC1 (tetrakis(triphenylphosphine)palladium(0)), C=1C=CC(=CC1)[P](C=2C=CC=CC2)(C=3C=CC=CC3)[Pd]([P](C=4C=CC=CC4)(C=5C=CC=CC5)C=6C=CC=CC6)([P](C=7C=CC=CC7)(C=8C=CC=CC8)C=9C=CC=CC9)[P](C=1C=CC=CC1)(C=1C=CC=CC1)C=1C=CC=CC1 (tetrakis(triphenylphosphine)palladium(0)). The yield is 1.4%. Procedure: A pressure vessel was charged with 5-bromo-N-(2,4-dimethoxybenzyl)-N-(1,2,4-thiadiazol-5-yl)naphthalene-2-sulfonamide (Intermediate D) (150 mg, 0.288 mmol), potassium carbonate (199 mg, 1.441 mmol), (2-cyano-4-(trifluoromethyl)phenyl)boronic acid (124 mg, 0.576 mmol), tetrakis(triphenylphosphine)palladium(0) (33.3 mg, 0.029 mmol), dioxane (1922 μl) and water (961 μl). The reaction was heated in a microwave to 100° C. for 60 min. Additional (2-cyano-4-(trifluoromethyl)phenyl)boronic acid (124 mg,... Product: C(#N)C1=C(C=CC(=C1)C(F)(F)F)C1=C2C=CC(=CC2=CC=C1)S(=O)(=O)NC1=NC=NS1 (5-(2-cyano-4-(trifluoromethyl)phenyl)-N-(1,2,4-thiadiazol-5-yl)naphthalene-2-sulfonamide). Solvent: O (water). Starting materials: C(#N)C1=C(C=CC(=C1)C(F)(F)F)B(O)O ((2-cyano-4-(trifluoromethyl)phenyl)boronic acid), BrC1=C2C=CC(=CC2=CC=C1)S(=O)(=O)N(C1=NC=NS1)CC1=C(C=C(C=C1)OC)OC (5-bromo-N-(2,4-dimethoxybenzyl)-N-(1,2,4-thiadiazol-5-yl)naphthalene-2-sulfonamide), BrC1=C2C=CC(=CC2=CC=C1)S(=O)(=O)N(C1=NC=NS1)CC1=C(C=C(C=C1)OC)OC (5-bromo-N-(2,4-dimethoxybenzyl)-N-(1,2,4-thiadiazol-5-yl)naphthalene-2-sulfonamide), C([O-])([O-])=O.[K+].[K+] (potassium carbonate), C(#N)C1=C(C=CC(=C1)C(F)(F)F)B(O)O ((2-cyano-4-(trifluoromethyl)phenyl)boronic acid), O1CCOCC1 (dioxane).